This data is from the Open Reaction Database (ORD), a public repository of structured organic reaction records. The task is: describe an organic reaction: reactants, conditions, products, and yield Starting materials: CN1N(C(C(=C1C)C(C(Cl)(Cl)Cl)O)=O)C1=CC=CC=C1 (1-(2,3-dimethyl-1-phenyl-3-pyrazolin-5-one-4-yl)-2,2,2-trichloroethanol), CO (methanol), O=O (oxygen), C([O-])(O)=O.[Na+] (sodium bicarbonate), [Na] (sodium), CO (methanol), cupric chloride dihydrate. Reagents/catalysts: O.N1=CC=CC2=CC=C3C=CC=NC3=C12 (1,10-phenanthroline hydrate). Solvent: S(O)(O)(=O)=O (sulphuric acid). Reaction conditions: time 60 minute. Yields the product CN1N(C(C(=C1C)C(=O)OC)=O)C1=CC=CC=C1 (methyl 2,3-dimethyl-1-phenyl-3-pyrazolin-5-one-4-carboxylate). Yield: 87.0%. RXN SMILES: O=O.[CH3:3][N:4]1[C:8]([CH3:9])=[C:7](C(O)C(Cl)(Cl)Cl)[C:6](=[O:16])[N:5]1[C:17]1[CH:22]=[CH:21][CH:20]=[CH:19][CH:18]=1.[Na].[C:24](=[O:27])(O)[O-:25].[Na+].[CH3:29]O>S(=O)(=O)(O)O.O.N1C2C(=CC=C3C=2N=CC=C3)C=CC=1>[CH3:3][N:4]1[C:8]([CH3:9])=[C:7]([C:24]([O:25][CH3:29])=[O:27])[C:6](=[O:16])[N:5]1[C:17]1[CH:22]=[CH:21][CH:20]=[CH:19][CH:18]=1 |f:3.4,7.8,^1:22|. Reported procedure: A stream of dry oxygen was passed through a stirred suspension heated at 30° C.) of 1-(2,3-dimethyl-1-phenyl-3-pyrazolin-5-one-4-yl)-2,2,2-trichloroethanol (3,35 g; 10 m. moles) in methanol (15 ml) and a solution of cupric chloride dihydrate (0.025 g; 0.15 m. mole) and 1,10-phenanthroline hydrate 0.075 g; 0.38 m. mole) in methanol (15 ml) in which sodium (0.27 g; 11.7 m. moles) had been dissolved was added portionwise over a period of 60 minutes. The reaction was allowed to proceed for a further... Reactants: BrC1=NC=C(C=C1)Br (2,5-dibromopyridine), FC=1C=NC=CC1[Sn](CCCC)(CCCC)CCCC (3-fluoro-4-(tributylstannyl)pyridine). Reagents/catalysts: Cl[Pd]([P](C1=CC=CC=C1)(C2=CC=CC=C2)C3=CC=CC=C3)([P](C4=CC=CC=C4)(C5=CC=CC=C5)C6=CC=CC=C6)Cl (PdCl2(PPh3)2), [Cu]I (CuI). Solvent: CN(C)C=O (DMF). Reaction conditions: temperature 130 celsius. Yields the product BrC=1C=CC(=NC1)C1=C(C=NC=C1)F (5-Bromo-3′-fluoro-2,4′-bipyridine). Isolated yield 61.8%. Reaction SMILES: Br[C:2]1[CH:7]=[CH:6][C:5]([Br:8])=[CH:4][N:3]=1.[F:9][C:10]1[CH:11]=[N:12][CH:13]=[CH:14][C:15]=1[Sn](CCCC)(CCCC)CCCC>CN(C=O)C.Cl[Pd](Cl)([P](C1C=CC=CC=1)(C1C=CC=CC=1)C1C=CC=CC=1)[P](C1C=CC=CC=1)(C1C=CC=CC=1)C1C=CC=CC=1.[Cu]I>[Br:8][C:5]1[CH:6]=[CH:7][C:2]([C:15]2[CH:14]=[CH:13][N:12]=[CH:11][C:10]=2[F:9])=[N:3][CH:4]=1 |^1:36,55|. Procedure: In a schlenck tube, a mixture of 2,5-dibromopyridine (2.11 mmol, 0.500 g), 3-fluoro-4-(tributylstannyl)pyridine (2.32 mmol, 0.896 g), PdCl2(PPh3)2 (0.21 mmol, 0.148 g), CuI (0.43 mmol, 0.080 g) in DMF (5 ml) was heated at 130° C. for 12 hours, under argon atmosphere. The solvent was evaporated and the crude mixture was extracted between water and ethyl acetate. The solid residue was purified by chromatography over SiO2 eluting with DCM/methanol mixtures affording 0.330 g (yield 62%) of the expec... The reactants are CC(C)=O, O=CN1CC(O)CS(=O)(=O)c2ccccc21. Product: O=CN1CC(=O)CS(=O)(=O)c2ccccc21. As a reaction SMILES: [CH3:17][C:18](=[O:19])[CH3:20].[O:1]=[S:2]1(=[O:16])[CH2:3][CH:4]([OH:15])[CH2:5][N:6]([CH:13]=[O:14])[c:7]2[c:8]1[cH:9][cH:10][cH:11][cH:12]2>>[O:1]=[S:2]1(=[O:16])[CH2:3][C:4](=[O:15])[CH2:5][N:6]([CH:13]=[O:14])[c:7]2[c:8]1[cH:9][cH:10][cH:11][cH:12]2.